From a dataset of the Open Reaction Database (ORD), a public repository of structured organic reaction records. describe an organic reaction: reactants, conditions, products, and yield Procedure details: In a similar manner as described for example B31, 8.9 g of methyl 5-[6-({[tert-butyl(dimethyl)silyl]oxy}methyl)-3H-imidazo[4,5-c]pyridin-3-yl]-3-hydroxythiophene-2-carboxylate, 5.0 g of 1-(2-chlorophenyl)ethanol, 11.2 g of triphenylphosphine (polymer bound, ˜3 mmol/g) and 9.8 g of di-tert-butyl azodicarboxylate in 260 ml anhydrous dichloromethane yield the title compound. As a reaction SMILES: [Si:1]([O:8][CH2:9][C:10]1[N:15]=[CH:14][C:13]2[N:16]([C:19]3[S:23][C:22]([C:24]([O:26][CH3:27])=[O:25])=[C:21]([OH:28])[CH:20]=3)[CH:17]=[N:18][C:12]=2[CH:11]=1)([C:4]([CH3:7])([CH3:6])[CH3:5])([CH3:3])[CH3:2].[Cl:29][C:30]1[CH:35]=[CH:34][CH:33]=[CH:32][C:31]=1[CH:36](O)[CH3:37].C1(P(C2C=CC=CC=2)C2C=CC=CC=2)C=CC=CC=1.N(C(OC(C)(C)C)=O)=NC(OC(C)(C)C)=O>ClCCl>[Si:1]([O:8][CH2:9][C:10]1[N:15]=[CH:14][C:13]2[N:16]([C:19]3[S:23][C:22]([C:24]([O:26][CH3:27])=[O:25])=[C:21]([O:28][CH:36]([C:31]4[CH:32]=[CH:33][CH:34]=[CH:35][C:30]=4[Cl:29])[CH3:37])[CH:20]=3)[CH:17]=[N:18][C:12]=2[CH:11]=1)([C:4]([CH3:5])([CH3:6])[CH3:7])([CH3:2])[CH3:3]. Run in ClCCl (dichloromethane). Reactants: [Si](C)(C)(C(C)(C)C)OCC1=CC2=C(C=N1)N(C=N2)C2=CC(=C(S2)C(=O)OC)O (methyl 5-[6-({[tert-butyl(dimethyl)silyl]oxy}methyl)-3H-imidazo[4,5-c]pyridin-3-yl]-3-hydroxythiophene-2-carboxylate), N(=NC(=O)OC(C)(C)C)C(=O)OC(C)(C)C (di-tert-butyl azodicarboxylate), ClC1=C(C=CC=C1)C(C)O (1-(2-chlorophenyl)ethanol), C1(=CC=CC=C1)P(C1=CC=CC=C1)C1=CC=CC=C1 (triphenylphosphine). Yields the product [Si](C)(C)(C(C)(C)C)OCC1=CC2=C(C=N1)N(C=N2)C2=CC(=C(S2)C(=O)OC)OC(C)C2=C(C=CC=C2)Cl (Methyl 5-[6-({[tert-butyl(dimethyl)silyl]oxy}methyl)-3H-imidazo[4,5-c]pyridin-3-yl]-3-[-1-(2-chlorophenyl)ethoxy]thiophene-2-carboxylate). The reactants are [Cl-].O[NH3+] (hydroxylammonium chloride), C(O)([O-])=O.[Na+] (sodium hydrogen carbonate), CS(=O)C (dimethyl sulfoxide), [Si](C)(C)(C(C)(C)C)OCC(OC1=CC=C(C=C1)C1=C(N=C(N(C1=O)CC1=C(C=C(C=C1)C=1C(=CC=CC1)C#N)F)CCC)C)(C)C (4′-{[5-[4-(2-{[tert-butyl(dimethyl)silyl]oxy}-1,1-dimethylethoxy)phenyl]-4-methyl-6-oxo-2-propylpyrimidin-1(6H)-yl]methyl}-3′-fluorobiphenyl-2-carbonitrile). The solvent is C(C)(=O)OCC (ethyl acetate). Run at temperature 40 celsius, time 30 minute. Yields the product FC=1C=C(C=CC1CN1C(=NC(=C(C1=O)C1=CC=C(C=C1)OC(CO)(C)C)C)CCC)C1=C(C=CC=C1)C1=NOC(N1)=O (3-{[3-fluoro-2′-(5-oxo-4,5-dihydro-1,2,4-oxadiazol-3-yl)biphenyl-4-yl]methyl}-5-[4-(2-hydroxy-1,1-dimethylethoxy)phenyl]-6-methyl-2-propylpyrimidin-4(3H)-one). The yield is 43.2%. RXN SMILES: [Cl-].O[NH3+:3].[C:4](=[O:7])([O-])[OH:5].[Na+].CS(C)=O.[Si]([O:20][CH2:21][C:22]([CH3:58])([CH3:57])[O:23][C:24]1[CH:29]=[CH:28][C:27]([C:30]2[C:35](=[O:36])[N:34]([CH2:37][C:38]3[CH:43]=[CH:42][C:41]([C:44]4[C:45]([C:50]#[N:51])=[CH:46][CH:47]=[CH:48][CH:49]=4)=[CH:40][C:39]=3[F:52])[C:33]([CH2:53][CH2:54][CH3:55])=[N:32][C:31]=2[CH3:56])=[CH:26][CH:25]=1)(C(C)(C)C)(C)C>C(OCC)(=O)C>[F:52][C:39]1[CH:40]=[C:41]([C:44]2[CH:49]=[CH:48][CH:47]=[CH:46][C:45]=2[C:50]2[NH:3][C:4](=[O:7])[O:5][N:51]=2)[CH:42]=[CH:43][C:38]=1[CH2:37][N:34]1[C:35](=[O:36])[C:30]([C:27]2[CH:28]=[CH:29][C:24]([O:23][C:22]([CH3:58])([CH3:57])[CH2:21][OH:20])=[CH:25][CH:26]=2)=[C:31]([CH3:56])[N:32]=[C:33]1[CH2:53][CH2:54][CH3:55] |f:0.1,2.3|. Procedure: A mixture of hydroxylammonium chloride (0.69 g), sodium hydrogen carbonate (0.99 g) and dimethyl sulfoxide (10 mL) was stirred at 40° C. for 30 min, 4′-{[5-[4-(2-{[tert-butyl(dimethyl)silyl]oxy}-1,1-dimethylethoxy)phenyl]-4-methyl-6-oxo-2-propylpyrimidin-1(6H)-yl]methyl}-3′-fluorobiphenyl-2-carbonitrile (0.76 g) was added, and the mixture was stirred at 90° C. for 12 hr. The reaction mixture was diluted with ethyl acetate, washed with water and then with saturated brine, and dried over anhydrous... The reactants are C(O)([O-])=O.[Na+] (sodium hydrogencarbonate), FC1=CC=C(C(=O)O)C=C1 (4-fluorobenzoic acid), ClCCCl (1,2-dichloroethane), S(O)(O)(=O)=O (sulfuric acid). The solvent is CO (methanol). Product: FC1=CC=C(C(=O)OC)C=C1 (Methyl 4-fluorobenzoate). The yield is 84.0%. RXN SMILES: [F:1][C:2]1[CH:10]=[CH:9][C:5]([C:6]([OH:8])=[O:7])=[CH:4][CH:3]=1.Cl[CH2:12]CCl.S(=O)(=O)(O)O.C(=O)([O-])O.[Na+]>CO>[F:1][C:2]1[CH:10]=[CH:9][C:5]([C:6]([O:8][CH3:12])=[O:7])=[CH:4][CH:3]=1 |f:3.4|. Procedure details: A solution of 4-fluorobenzoic acid (25.0 g), 1,2-dichloroethane (120 ml), methanol (21.7 ml) and concentrated sulfuric acid (0.8 ml) was stirred for 16.5 hours with refluxing. After the reaction, the reaction mixture was poured into a saturated aqueous sodium hydrogencarbonate solution, extracted with chloroform, and washed with saturated brine. The mixture was dried over magnesium sulfate, and the solvent was distilled away under reduced pressure to give 23.0 g of a colorless transparent liquid... As a reaction SMILES: I[C:2]1[C:9]([O:10][CH2:11][CH2:12][CH3:13])=[CH:8][CH:7]=[CH:6][C:3]=1[CH2:4][OH:5].[CH2:14]([O:21][C:22]1[CH:27]=[C:26]([O:28][CH3:29])[CH:25]=[CH:24][C:23]=1B(O)O)[C:15]1[CH:20]=[CH:19][CH:18]=[CH:17][CH:16]=1.C(=O)([O-])[O-].[Na+].[Na+].B(O)O>C1(C)C=CC=CC=1.C(OCC)C.C1C=CC([P]([Pd]([P](C2C=CC=CC=2)(C2C=CC=CC=2)C2C=CC=CC=2)([P](C2C=CC=CC=2)(C2C=CC=CC=2)C2C=CC=CC=2)[P](C2C=CC=CC=2)(C2C=CC=CC=2)C2C=CC=CC=2)(C2C=CC=CC=2)C2C=CC=CC=2)=CC=1.C(O)C>[CH2:14]([O:21][C:22]1[CH:27]=[C:26]([O:28][CH3:29])[CH:25]=[CH:24][C:23]=1[C:2]1[C:9]([O:10][CH2:11][CH2:12][CH3:13])=[CH:8][CH:7]=[CH:6][C:3]=1[CH2:4][OH:5])[C:15]1[CH:16]=[CH:17][CH:18]=[CH:19][CH:20]=1 |f:2.3.4,^1:57,59,78,97|. Product: C(C1=CC=CC=C1)OC1=C(C=CC(=C1)OC)C1=C(CO)C=CC=C1OCCC (2-(2-Benzyloxy-4-methoxyphenyl)-3-propyloxybenzyl alcohol). Procedure: A mixture of 2-iodo-3-propyloxybenzyl alcohol (1.02 g, 3.48 mmol), 2-benzyloxy-4-methoxyphenyl boronic acid (999 mg, 3.83 mmol), Pd(PPh3)4 (200 mg, 0.173 mmol) and 2 M sodium carbonate solution (3.5 ml, 7.96 mmol) was refluxed in toluene (20 ml/ethanol (5 ml) under argon. After 5 hours a further 70 mg of boronic acid was added and refluxing was continued for a further 1 hour. The mixture was cooled, diluted with diethyl ether (200 ml) and washed successively with brine, 5% aqueous sodium hydroxi... Solvent: C1(=CC=CC=C1)C (toluene), C(C)O (ethanol), C(C)OCC (diethyl ether). Conditions: time 1 hour. Reactants: B(O)O (boronic acid), IC1=C(CO)C=CC=C1OCCC (2-iodo-3-propyloxybenzyl alcohol), C(C1=CC=CC=C1)OC1=C(C=CC(=C1)OC)B(O)O (2-benzyloxy-4-methoxyphenyl boronic acid), C([O-])([O-])=O.[Na+].[Na+] (sodium carbonate). Reagents/catalysts: C=1C=CC(=CC1)[P](C=2C=CC=CC2)(C=3C=CC=CC3)[Pd]([P](C=4C=CC=CC4)(C=5C=CC=CC5)C=6C=CC=CC6)([P](C=7C=CC=CC7)(C=8C=CC=CC8)C=9C=CC=CC9)[P](C=1C=CC=CC1)(C=1C=CC=CC1)C=1C=CC=CC1 (Pd(PPh3)4). Starting materials: C(C1=CC=CC=C1)(=O)OC1C(N(C2=CC=CC=C12)CCC)=O (2-oxo-1-propylindolin-3-yl benzoate), ClC=1C=C2C(C(N(C2=CC1)CCC)=O)=O (5-chloro-1-propylindoline-2,3-dione). Yields the product C(C1=CC=CC=C1)(=O)OC1C(N(C2=CC=C(C=C12)Cl)CCC)=O (5-chloro-2-oxo-1-propylindolin-3-yl benzoate). As a reaction SMILES: [C:1]([O:9][CH:10]1[C:18]2[C:13](=[CH:14][CH:15]=[CH:16][CH:17]=2)[N:12]([CH2:19][CH2:20][CH3:21])[C:11]1=[O:22])(=[O:8])[C:2]1[CH:7]=[CH:6][CH:5]=[CH:4][CH:3]=1.[Cl:23]C1C=C2C(=CC=1)N(CCC)C(=O)C2=O>>[C:1]([O:9][CH:10]1[C:18]2[C:13](=[CH:14][CH:15]=[C:16]([Cl:23])[CH:17]=2)[N:12]([CH2:19][CH2:20][CH3:21])[C:11]1=[O:22])(=[O:8])[C:2]1[CH:3]=[CH:4][CH:5]=[CH:6][CH:7]=1. Reported procedure: Was prepared in a method analogous to 2-oxo-1-propylindolin-3-yl benzoate using 5-chloro-1-propylindoline-2,3-dione. 1H-NMR δ 8.11 (dd, 2H), 7.60 (dt, 1H), 7.47 (m, 3H), 7.35 (dd, 1H), 6.83 (d, 1H), 6.13 (s, 1H), 3.73 (m, 2H), 1.77 (m, 2H), 1.04 (t, 3H). Starting materials: ClC=1C=CC2=C(C(=NC3=C(O2)C=CC(=C3)Cl)C=3CCN(CC3)C)C1 (2,8-Dichloro-11-(1,2,3,6-tetrahydro-1-methyl-4-pyridyl)-dibenz[b,f][1,4]oxazepine), [H-].[Al+3].[Li+].[H-].[H-].[H-] (lithium aluminum hydride). Solvent: CCOCC (ether). Product: ClC=1C=CC2=C(C(NC3=C(O2)C=CC(=C3)Cl)C3=CC=NC=C3)C1 (2,8-dichloro-10,11-dihydro-11-(4-pyridyl)-dibenz[b,f][1,4]oxazepine). As a reaction SMILES: [Cl:1][C:2]1[CH:3]=[CH:4][C:5]2[O:11][C:10]3[CH:12]=[CH:13][C:14]([Cl:16])=[CH:15][C:9]=3[N:8]=[C:7]([C:17]3[CH2:18][CH2:19][N:20](C)[CH2:21][CH:22]=3)[C:6]=2[CH:24]=1.[H-].[Al+3].[Li+].[H-].[H-].[H-]>CCOCC>[Cl:1][C:2]1[CH:3]=[CH:4][C:5]2[O:11][C:10]3[CH:12]=[CH:13][C:14]([Cl:16])=[CH:15][C:9]=3[NH:8][CH:7]([C:17]3[CH:22]=[CH:21][N:20]=[CH:19][CH:18]=3)[C:6]=2[CH:24]=1 |f:1.2.3.4.5.6|. Procedure details: A 20.0 g. portion of 2,8-dichloro-11-(4-pyridyl)-dibenz[b,f][1,4]oxazepine (Example 2), 10.0 g. of lithium aluminum hydride and 800 ml. of ether are reacted as described in Example 3, yielding 2,8-dichloro-10,11-dihydro-11-(4-pyridyl)-dibenz[b,f][1,4]oxazepine, mp. 202°-205° C.